describe an organic reaction: reactants, conditions, products, and yield From a dataset of the Open Reaction Database (ORD), a public repository of structured organic reaction records. The reactants are OC1=NOC(=C1)C(=O)OC (methyl 3-hydroxyisoxazole-5-carboxylate), OC[C@H](C)NC(OC(C)(C)C)=O (tert-butyl [(1S)-2-hydroxy-1-methylethyl]carbamate), C1(=CC=CC=C1)P(C1=CC=CC=C1)C1=CC=CC=C1 (triphenylphosphine), N(=NC(=O)OC(C)C)C(=O)OC(C)C (diisopropyl azodicarboxylate). Run in C1CCOC1 (THF), C1(=CC=CC=C1)C (toluene), C(C)(=O)OCC (ethyl acetate). Product: C(C)(C)(C)OC(=O)N[C@H](COC1=NOC(=C1)C(=O)OC)C (methyl 3-({(2S)-2-[(tert-butoxycarbonyl)amino]propyl}oxy)isoxazole-5-carboxylate). Yield: 59.6%. Reaction SMILES: [OH:1][C:2]1[CH:6]=[C:5]([C:7]([O:9][CH3:10])=[O:8])[O:4][N:3]=1.O[CH2:12][C@@H:13]([NH:15][C:16](=[O:22])[O:17][C:18]([CH3:21])([CH3:20])[CH3:19])[CH3:14].C1(P(C2C=CC=CC=2)C2C=CC=CC=2)C=CC=CC=1.N(C(OC(C)C)=O)=NC(OC(C)C)=O>C1COCC1.C(OCC)(=O)C.C1(C)C=CC=CC=1>[C:18]([O:17][C:16]([NH:15][C@@H:13]([CH3:14])[CH2:12][O:1][C:2]1[CH:6]=[C:5]([C:7]([O:9][CH3:10])=[O:8])[O:4][N:3]=1)=[O:22])([CH3:21])([CH3:20])[CH3:19]. Reported procedure: To a solution of methyl 3-hydroxyisoxazole-5-carboxylate (20 g), tert-butyl [(1S)-2-hydroxy-1-methylethyl]carbamate (25 g) and triphenylphosphine (55.1 g) in THF (800 mL) was added dropwise a toluene solution (1.9 M, 110 mL) of diisopropyl azodicarboxylate, and the mixture was refluxed for 5 hr. The reaction mixture was allowed to cool to room temperature, and ethyl acetate was added thereto. The mixture was washed with water and saturated aqueous sodium hydrogen carbonate solution, dried over a... The reactants are [H][H], C1CCOC1, [Pd], OC1C=C(c2cccnc2Oc2ccc(C(O)c3nc4ccccc4[nH]3)cc2)CC1. Product: OC1CCC(c2cccnc2Oc2ccc(C(O)c3nc4ccccc4[nH]3)cc2)C1. Reaction SMILES: [H:31][H:32].[O:33]1[CH2:34][CH2:35][CH2:36][CH2:37]1.[Pd:38].[nH:1]1[c:2]([CH:10]([c:11]2[cH:12][cH:13][c:14]([O:15][c:16]3[n:17][cH:18][cH:19][cH:20][c:21]3[C:22]3=[CH:23][CH:24]([OH:27])[CH2:25][CH2:26]3)[cH:28][cH:29]2)[OH:30])[n:3][c:4]2[c:5]1[cH:6][cH:7][cH:8][cH:9]2>>[nH:1]1[c:2]([CH:10]([c:11]2[cH:12][cH:13][c:14]([O:15][c:16]3[n:17][cH:18][cH:19][cH:20][c:21]3[CH:22]3[CH2:23][CH:24]([OH:27])[CH2:25][CH2:26]3)[cH:28][cH:29]2)[OH:30])[n:3][c:4]2[c:5]1[cH:6][cH:7][cH:8][cH:9]2. Starting materials: Cl.C(=O)(OCC)C1CNCCC1=O (3-carbethoxy-4-piperidone hydrochloride), CC(C(=O)Cl)(C)C (trimethylacetyl chloride). Solvent: C([O-])([O-])=O.[Na+].[Na+] (sodium carbonate). The product is CC(C(=O)N1CC(C(CC1)=O)C(=O)OCC)(C)C (Ethyl 1-(2,2-dimethyl-1-oxopropyl)-4-oxo-3-piperidinecarboxylate). RXN SMILES: Cl.[C:2]([CH:7]1[C:12](=[O:13])[CH2:11][CH2:10][NH:9][CH2:8]1)([O:4][CH2:5][CH3:6])=[O:3].[CH3:14][C:15]([CH3:20])([CH3:19])[C:16](Cl)=[O:17]>C(=O)([O-])[O-].[Na+].[Na+]>[CH3:14][C:15]([CH3:20])([CH3:19])[C:16]([N:9]1[CH2:10][CH2:11][C:12](=[O:13])[CH:7]([C:2]([O:4][CH2:5][CH3:6])=[O:3])[CH2:8]1)=[O:17] |f:0.1,3.4.5|. Reported procedure: To a mixture of 2.0 g of 3-carbethoxy-4-piperidone hydrochloride and 20 ml of 1M sodium carbonate is cooled in an ice bath and rapidly treated with 1.3 ml of trimethylacetyl chloride. Stirring is continued in the cold for 1.5 hours. The reaction mixture is filtered and the collected solid washed with water, air dried and then dried at 56° C. for 1.25 hours under high vacuum to afford 1.4 g of the desired product as a colorless solid, m.p. 46°-50° C. Starting materials: [Si](C)(C)(C(C)(C)C)OCC1=C(C=CC(=C1)C(F)(F)F)C(O)C1CCCCC1 ((2-((tert-butyldimethylsilyloxy)methyl)-4-(trifluoromethyl)-phenyl)-(cyclohexyl)-methanol), [H-].[Na+] (sodium hydride), O (Water), CI (methyl iodide). Solvent: C1CCOC1 (THF). Conditions: time 1 hour. The product is C1(CCCCC1)C(C1=C(CO[Si](C)(C)C(C)(C)C)C=C(C=C1)C(F)(F)F)OC ((2-(cyclohexyl(methoxy)methyl)-5-(trifluoromethyl)benzyloxy)(tert-butyl)dimethylsilane). Isolated yield 88.0%. As a reaction SMILES: [Si:1]([O:8][CH2:9][C:10]1[CH:15]=[C:14]([C:16]([F:19])([F:18])[F:17])[CH:13]=[CH:12][C:11]=1[CH:20]([CH:22]1[CH2:27][CH2:26][CH2:25][CH2:24][CH2:23]1)[OH:21])([C:4]([CH3:7])([CH3:6])[CH3:5])([CH3:3])[CH3:2].[H-].[Na+].[CH3:30]I.O>C1COCC1>[CH:22]1([CH:20]([O:21][CH3:30])[C:11]2[CH:12]=[CH:13][C:14]([C:16]([F:19])([F:18])[F:17])=[CH:15][C:10]=2[CH2:9][O:8][Si:1]([C:4]([CH3:7])([CH3:6])[CH3:5])([CH3:3])[CH3:2])[CH2:23][CH2:24][CH2:25][CH2:26][CH2:27]1 |f:1.2|. Reported procedure: To a solution of (2-((tert-butyldimethylsilyloxy)methyl)-4-(trifluoromethyl)-phenyl)-(cyclohexyl)-methanol (1.25 g, 3.11 mmol) in THF (5 mL) at 0° C. was added sodium hydride (385 mg, 9.6 mmol). The mixture was stirred at room temperature for 1 hour, cooled to 0° C. and methyl iodide (1.0 mL, 16 mmol) was added. The mixture was stirred at room temperature overnight. Water was added and the mixture was extracted with ethyl acetate. The organic layer was washed with brine, dried over sodium sulfat...